This data is from the Open Reaction Database (ORD), a public repository of structured organic reaction records. The task is: describe an organic reaction: reactants, conditions, products, and yield Starting materials: COC=1C=C2C(C(=NC2=CC1)C)(C)C (5-methoxy-2,3,3-trimethyl-3H-indole), BrCCCCCC(=O)O (6-bromohexanoic acid), ClC1=C(C=CC=C1)Cl (1,2-dichlorobenzene). The solvent is C(C)OCC (Diethyl ether). Conditions: temperature 10 celsius. Yields the product [Br-].C(=O)(O)CCCCC[N+]1=C(C(C2=CC(=CC=C12)OC)(C)C)C (1-(5-carboxypentyl)-5-methoxy-2,3,3-trimethyl-3H-indolium bromide). Isolated yield 80.9%. RXN SMILES: [CH3:1][O:2][C:3]1[CH:4]=[C:5]2[C:9](=[CH:10][CH:11]=1)[N:8]=[C:7]([CH3:12])[C:6]2([CH3:14])[CH3:13].[Br:15][CH2:16][CH2:17][CH2:18][CH2:19][CH2:20][C:21]([OH:23])=[O:22].ClC1C=CC=CC=1Cl>C(OCC)C>[Br-:15].[C:21]([CH2:20][CH2:19][CH2:18][CH2:17][CH2:16][N+:8]1[C:9]2[C:5](=[CH:4][C:3]([O:2][CH3:1])=[CH:11][CH:10]=2)[C:6]([CH3:14])([CH3:13])[C:7]=1[CH3:12])([OH:23])=[O:22] |f:4.5|. Procedure: To 5-methoxy-2,3,3-trimethyl-3H-indole (1.9 g) was added 6-bromohexanoic acid (3 g) and 1,2-dichlorobenzene (10 ml). The mixture was heated to 10° C. for 3 hours and then allowed to cool to room temperature. Diethyl ether was added and the precipitated material removed by filtration. Drying in a vacuum oven gave the product (3.12 g). The reactants are CCO, CN(C)C1CCc2[nH]c3ccc([N+](=O)[O-])cc3c2C1, [H][H]. Yields the product CN(C)C1CCc2[nH]c3ccc(N)cc3c2C1. Reaction SMILES: [CH2:22]([OH:23])[CH3:24].[CH3:1][N:2]([CH:3]1[CH2:4][CH2:5][c:6]2[nH:7][c:8]3[cH:9][cH:10][c:11]([N+:16]([O-:17])=[O:18])[cH:12][c:13]3[c:14]2[CH2:15]1)[CH3:19].[H:20][H:21]>>[CH3:1][N:2]([CH:3]1[CH2:4][CH2:5][c:6]2[nH:7][c:8]3[cH:9][cH:10][c:11]([NH2:16])[cH:12][c:13]3[c:14]2[CH2:15]1)[CH3:19]. The reactants are C(C)(=O)N1C2=C(N(C([C@H](C1)N)=O)CC)C=CC=C2 ((S)-5-acetyl-3-amino-1-ethyl-1,3,4,5-tetrahydro-benzo[b][1,4]diazepin-2-one), CC(C(=O)O)(C(=O)NCC(C(F)(F)F)(F)F)C (2,2-dimethyl-N-(2,2,3,3,3-pentafluoro-propyl)-malonamic acid). Product: C(C)(=O)N1C2=C(N(C([C@H](C1)NC(C(C(=O)NCC(C(F)(F)F)(F)F)(C)C)=O)=O)CC)C=CC=C2 (N-[(S)-5-Acetyl-1-ethyl-2-oxo-2,3,4,5-tetrahydro-1H-benzo[b][1,4]diazepin-3-yl]-2,2-dimethyl-N′-(2,2,3,3,3-pentafluoro-propyl)-malonamide). Reaction SMILES: [C:1]([N:4]1[CH2:10][C@H:9]([NH2:11])[C:8](=[O:12])[N:7]([CH2:13][CH3:14])[C:6]2[CH:15]=[CH:16][CH:17]=[CH:18][C:5]1=2)(=[O:3])[CH3:2].[CH3:19][C:20]([CH3:35])([C:24]([NH:26][CH2:27][C:28]([F:34])([F:33])[C:29]([F:32])([F:31])[F:30])=[O:25])[C:21](O)=[O:22]>>[C:1]([N:4]1[CH2:10][C@H:9]([NH:11][C:21](=[O:22])[C:20]([CH3:19])([CH3:35])[C:24]([NH:26][CH2:27][C:28]([F:33])([F:34])[C:29]([F:30])([F:31])[F:32])=[O:25])[C:8](=[O:12])[N:7]([CH2:13][CH3:14])[C:6]2[CH:15]=[CH:16][CH:17]=[CH:18][C:5]1=2)(=[O:3])[CH3:2]. Reported procedure: In an analogous manner to that described in Example 20 d) and 27, the condensation of (S)-5-acetyl-3-amino-1-ethyl-1,3,4,5-tetrahydro-benzo[b][1,4]diazepin-2-one and 2,2-dimethyl-N-(2,2,3,3,3-pentafluoro-propyl)-malonamic acid yielded the title compound as a white solid; MS: m/e=493 (M+H)+. Starting materials: C(C)(=O)O (acetic acid), CC1=CC=C(CC2=CC=C(S2)C=O)C=C1 (5-(4-methyl-benzyl)-thiophene-2-carbaldehyde), [N+](=O)([O-])C (nitromethane), C(C)(=O)[O-].[NH4+] (ammonium acetate). Run in C(C)(=O)OCC (ethyl acetate), O (Water). Conditions: temperature 110 celsius, time 4 hour. Product: CC1=CC=C(CC=2SC(=CC2)\C=C\[N+](=O)[O-])C=C1 (2-(4-Methyl-benzyl)-5-((E)-2-nitro-vinyl)-thiophene). Yield: 95.4%. RXN SMILES: C(O)(=O)C.[CH3:5][C:6]1[CH:19]=[CH:18][C:9]([CH2:10][C:11]2[S:15][C:14]([CH:16]=O)=[CH:13][CH:12]=2)=[CH:8][CH:7]=1.[N+:20]([CH3:23])([O-:22])=[O:21].C([O-])(=O)C.[NH4+]>C(OCC)(=O)C.O>[CH3:5][C:6]1[CH:19]=[CH:18][C:9]([CH2:10][C:11]2[S:15][C:14](/[CH:16]=[CH:23]/[N+:20]([O-:22])=[O:21])=[CH:13][CH:12]=2)=[CH:8][CH:7]=1 |f:3.4|. Procedure details: To an acetic acid (10.0 mL) solution of 5-(4-methyl-benzyl)-thiophene-2-carbaldehyde (1.05 g, 4.85 mmol) described in Manufacturing Example 91-1-2 were added nitromethane (1.48 g, 24.3 mmol) and ammonium acetate (748 mg, 9.70 mmol) under nitrogen atmosphere at room temperature, which was stirred for 4 hours at 110° C. Water and ethyl acetate were added to the reaction mixture, and the organic layer was extracted with ethyl acetate. The organic layer was washed with water and saturated aqueous so...